Task: describe an organic reaction: reactants, conditions, products, and yield. Dataset: the Open Reaction Database (ORD), a public repository of structured organic reaction records Starting materials: COC(=O)c1cc(N2CCCCC2)ccc1OCc1ccccc1, CC(=O)O, [Na+], C1COCCO1, [OH-]. Product: O=C(O)c1cc(N2CCCCC2)ccc1OCc1ccccc1. RXN SMILES: [CH2:9]([c:10]1[cH:11][cH:12][cH:13][cH:14][cH:15]1)[O:16][c:17]1[c:18]([C:19](=[O:20])[O:21][CH3:22])[cH:23][c:24]([N:27]2[CH2:28][CH2:29][CH2:30][CH2:31][CH2:32]2)[cH:25][cH:26]1.[CH3:33][C:34](=[O:35])[OH:36].[Na+:2].[O:3]1[CH2:4][CH2:5][O:6][CH2:7][CH2:8]1.[OH-:1]>>[CH2:9]([c:10]1[cH:11][cH:12][cH:13][cH:14][cH:15]1)[O:16][c:17]1[c:18]([C:19](=[O:20])[OH:21])[cH:23][c:24]([N:27]2[CH2:28][CH2:29][CH2:30][CH2:31][CH2:32]2)[cH:25][cH:26]1.